describe an organic reaction: reactants, conditions, products, and yield From a dataset of the Open Reaction Database (ORD), a public repository of structured organic reaction records. Product: Nc1ccc(C2CCSCC2)c(F)c1. RXN SMILES: [CH3:1][CH:2]([CH3:3])[CH2:5][N:4]([C:6](=[O:7])[O-:21])[c:8]1[cH:9][c:10]([F:20])[c:11]([CH:14]2[CH2:15][CH2:16][S:17][CH2:18][CH2:19]2)[cH:12][cH:13]1.[Cl:29][CH2:30][Cl:31].[K+:23].[OH-:22].[OH2:28].[OH:24][CH2:25][CH2:26][OH:27]>>[NH2:4][c:8]1[cH:9][c:10]([F:20])[c:11]([CH:14]2[CH2:15][CH2:16][S:17][CH2:18][CH2:19]2)[cH:12][cH:13]1. Reactants: CC(C)CN(C(=O)[O-])c1ccc(C2CCSCC2)c(F)c1, ClCCl, [K+], [OH-], O, OCCO. The reactants are C(CCC)OC=1C(OC2=C(C1O)C=CC=C2O)=O (3-butoxy-4,8-dihydroxy-2H-1-benzopyran-2-one), C(C)(=O)OCCCCBr (4-bromobutyl acetate). Yields the product C(CCC)OC=1C(OC2=C(C1O)C=CC=C2OCCCCOC(C)=O)=O (3-butoxy-4-hydroxy-8-(4-acetoxybutoxy)-2H-1-benzopyran-2-one). Reaction SMILES: [CH2:1]([O:5][C:6]1[C:7](=[O:18])[O:8][C:9]2[C:16]([OH:17])=[CH:15][CH:14]=[CH:13][C:10]=2[C:11]=1[OH:12])[CH2:2][CH2:3][CH3:4].[C:19]([O:22][CH2:23][CH2:24][CH2:25][CH2:26]Br)(=[O:21])[CH3:20]>>[CH2:1]([O:5][C:6]1[C:7](=[O:18])[O:8][C:9]2[C:16]([O:17][CH2:26][CH2:25][CH2:24][CH2:23][O:22][C:19](=[O:21])[CH3:20])=[CH:15][CH:14]=[CH:13][C:10]=2[C:11]=1[OH:12])[CH2:2][CH2:3][CH3:4]. Procedure: In the same manner as in Reference Example 1, except that an equimolar amount of 3-butoxy-4,8-dihydroxy-2H-1-benzopyran-2-one was used in place of 3-ethoxy-4,5-dihydroxy-2H-1-benzopyran-2-one, and 4-bromobutyl acetate was used in place of 2-bromoethyl acetate in Reference Example 1, 3-butoxy-4-hydroxy-8-(4-acetoxybutoxy)-2H-1-benzopyran-2-one was obtained. The reactants are CC(=O)Oc1ccc(C(=O)O)cc1, O=S(Cl)Cl. Product: CC(=O)Oc1ccc(C(=O)O)cc1, [Cl-]. RXN SMILES: [C:1]([CH3:2])(=[O:3])[O:4][c:5]1[cH:6][cH:7][c:8]([C:9](=[O:10])[OH:11])[cH:12][cH:13]1.[S:14]([Cl:15])([Cl:16])=[O:17]>>[C:1]([CH3:2])(=[O:3])[O:4][c:5]1[cH:6][cH:7][c:8]([C:9](=[O:10])[OH:11])[cH:12][cH:13]1.[Cl-:16]. Reactants: CCO, CC1=CC(=O)C(C)(C)O1, [Cl-], [Na+], [Na+], [OH-], O=Cc1cccs1. Product: CC1(C)OC(C=Cc2cccs2)=CC1=O. Reaction SMILES: [CH3:21][CH2:22][OH:23].[CH3:8][C:9]1([CH3:16])[O:10][C:11]([CH3:15])=[CH:12][C:13]1=[O:14].[Cl-:20].[Na+:18].[Na+:19].[OH-:17].[s:1]1[c:2]([CH:6]=[O:7])[cH:3][cH:4][cH:5]1>>[s:1]1[c:2]([CH:6]=[CH:15][C:11]2=[CH:12][C:13](=[O:14])[C:9]([CH3:8])([CH3:16])[O:10]2)[cH:3][cH:4][cH:5]1. Reactants: CCCC[N+](CCCC)(CCCC)CCCC, CN(C)C=O, [F-], C[Si](C)(C)CCOC(=O)CCCCc1cccc(-c2nc(=O)c3ccccc3s2)n1, C1CCOC1. Yields the product O=C(O)CCCCc1cccc(-c2nc(=O)c3ccccc3s2)n1. As a reaction SMILES: [CH3:32][CH2:33][CH2:34][CH2:35][N+:36]([CH2:37][CH2:38][CH2:39][CH3:40])([CH2:41][CH2:42][CH2:43][CH3:44])[CH2:45][CH2:46][CH2:47][CH3:48].[CH3:54][N:55]([CH3:56])[CH:57]=[O:58].[F-:31].[O:1]=[c:2]1[n:3][c:4](-[c:12]2[cH:13][cH:14][cH:15][c:16]([CH2:18][CH2:19][CH2:20][CH2:21][C:22](=[O:23])[O:24][CH2:25][CH2:26][Si:27]([CH3:28])([CH3:29])[CH3:30])[n:17]2)[s:5][c:6]2[c:7]1[cH:8][cH:9][cH:10][cH:11]2.[O:49]1[CH2:50][CH2:51][CH2:52][CH2:53]1>>[O:1]=[c:2]1[n:3][c:4](-[c:12]2[cH:13][cH:14][cH:15][c:16]([CH2:18][CH2:19][CH2:20][CH2:21][C:22](=[O:23])[OH:24])[n:17]2)[s:5][c:6]2[c:7]1[cH:8][cH:9][cH:10][cH:11]2.